This data is from the Open Reaction Database (ORD), a public repository of structured organic reaction records. The task is: describe an organic reaction: reactants, conditions, products, and yield Reactants: CC1(OC[C@@H](O1)[C@@H]2[C@H]3[C@@H](C(O2)O)OC(O3)(C)C)C (2,3:5,6-di-O-isopropylidene-D-mannofuranose), [Cr](=O)(=O)([O-])Cl.[NH+]1=CC=CC=C1 (pyridinium chlorochromate). Solvent: ClCCl (dichloromethane). Conditions: time 30 minute. Product: CC1(OC[C@@H](O1)[C@@H]2[C@H]3[C@@H](C(=O)O2)OC(O3)(C)C)C (2,3:5,6-Di-O-isopropylidene-D-mannono-1,4-lactone). As a reaction SMILES: [CH3:1][C:2]1([CH3:18])[O:6][C@@H:5]([C@H:7]2[O:11][CH:10]([OH:12])[C@H:9]3[O:13][C:14]([CH3:17])([CH3:16])[O:15][C@@H:8]23)[CH2:4][O:3]1.[Cr](Cl)([O-])(=O)=O.[NH+]1C=CC=CC=1>ClCCl>[CH3:1][C:2]1([CH3:18])[O:6][C@@H:5]([C@H:7]2[O:11][C:10](=[O:12])[C@H:9]3[O:13][C:14]([CH3:17])([CH3:16])[O:15][C@@H:8]23)[CH2:4][O:3]1 |f:1.2|. Procedure: A solution of 2,3:5,6-di-O-isopropylidene-D-mannofuranose (diacetone mannose) (20 g, 76.9 mmol) in dichloromethane (100 ml) was added to a solution of pyridinium chlorochromate (33.2 g, 2.0 equiv) and dry powdered molecular sieve (40 g) in dichloromethane (300 ml) at 0° C. under nitrogen. The reaction mixture was stirred at room temperature for 30 min [when TLC (ether:hexane, 2:1) showed no starting material (Rf 0.36) and one major product (Rf 0.24)], diluted with ether (400 ml) and filtered thr... Starting materials: Cl.NO (hydroxylamine hydrochloride), C(C)(=O)[O-].[Na+] (sodium acetate), O (water), O (water), ClC1=C(CNC(OC)=O)C=C(C=C1)C(C)=O (methyl N-(2-chloro-5-acetylbenzyl)carbamate). Run in C(C)O (ethanol), C(C)(=O)OCC (ethyl acetate). The product is ClC1=C(CNC(OC)=O)C=C(C=C1)C(C)=NO (methyl N-[2-chloro-5-(1-hydroxyiminoethyl)benzyl]carbamate). Yield: 97.9%. As a reaction SMILES: [Cl:1][C:2]1[CH:13]=[CH:12][C:11]([C:14](=O)[CH3:15])=[CH:10][C:3]=1[CH2:4][NH:5][C:6](=[O:9])[O:7][CH3:8].Cl.[NH2:18][OH:19].C([O-])(=O)C.[Na+].O>C(O)C.C(OCC)(=O)C>[Cl:1][C:2]1[CH:13]=[CH:12][C:11]([C:14](=[N:18][OH:19])[CH3:15])=[CH:10][C:3]=1[CH2:4][NH:5][C:6](=[O:9])[O:7][CH3:8] |f:1.2,3.4|. Procedure details: 5.0 g of methyl N-(2-chloro-5-acetylbenzyl)carbamate was dissolved in 10 ml of ethanol, and 1.5 g of hydroxylamine hydrochloride, 3.0 g of sodium acetate and 5 ml of water were added thereto, followed by reflux under heating for 4 hours. After completion of the reaction, water was added to the reaction mixture, extraction with ethyl acetate was carried out, the organic layer was dried over anhydrous magnesium sulfate, and the solvent was distilled off under reduced pressure. The obtained crystal... Product: O=C(O)CC(Br)C(=O)O. As a reaction SMILES: [Br-:2].[N:12]([O-:13])=[O:14].[NH2:16][C:17](=[O:18])[NH2:19].[NH2:3][CH:4]([CH2:5][C:6]([OH:7])=[O:8])[C:9]([OH:10])=[O:11].[Na+:15].[Na+:1].[OH2:25].[S:20](=[O:21])(=[O:22])([OH:23])[OH:24]>>[Br:2][CH:4]([CH2:5][C:6]([OH:7])=[O:8])[C:9]([OH:10])=[O:11]. Starting materials: [Br-], O=N[O-], NC(N)=O, NC(CC(=O)O)C(=O)O, [Na+], [Na+], O, O=S(=O)(O)O. Starting materials: CC1CC(NC(=O)c2ccccc2S)CC(C)(C)C1, N#CCl, C1CCOC1. The product is CC1CC(NC(=O)c2ccccc2SC#N)CC(C)(C)C1. Reaction SMILES: [CH3:1][CH:2]1[CH2:3][CH:4]([NH:10][C:11]([c:12]2[c:13]([SH:18])[cH:14][cH:15][cH:16][cH:17]2)=[O:19])[CH2:5][C:6]([CH3:8])([CH3:9])[CH2:7]1.[N:20]#[C:21][Cl:22].[O:23]1[CH2:24][CH2:25][CH2:26][CH2:27]1>>[CH3:1][CH:2]1[CH2:3][CH:4]([NH:10][C:11]([c:12]2[c:13]([S:18][C:21]#[N:20])[cH:14][cH:15][cH:16][cH:17]2)=[O:19])[CH2:5][C:6]([CH3:8])([CH3:9])[CH2:7]1.